From a dataset of the Open Reaction Database (ORD), a public repository of structured organic reaction records. describe an organic reaction: reactants, conditions, products, and yield The reactants are [Si](C)(C)(C(C)(C)C)O[C@@H]1C=2C(=C(C(=NC2CC(C1)(C)C)C(C)C)C=O)I ((S)-5-(tert-butyldimethylsilyloxy)-4-iodo-2-isopropyl-7,7-dimethyl-5,6,7,8-tetrahydroquinoline-3-carbaldehyde), BrC=1C=CC(=NC1)C(F)(F)F (5-bromo-2-(trifluoromethyl)pyridine). Yields the product [Si](C)(C)(C(C)(C)C)O[C@@H]1C=2C(=C(C(=NC2CC(C1)(C)C)C(C)C)[C@@H](O)C=1C=NC(=CC1)C(F)(F)F)I ((S)—((S)-5-(tert-butyldimethylsilyloxy)-4-iodo-2-isopropyl-7,7-dimethyl-5,6,7,8-tetrahydroquinolin-3-yl)(6-(trifluoromethyl)pyridin-3-yl)methanol). Reaction SMILES: [Si:1]([O:8][C@H:9]1[CH2:18][C:17]([CH3:20])([CH3:19])[CH2:16][C:15]2[N:14]=[C:13]([CH:21]([CH3:23])[CH3:22])[C:12]([CH:24]=[O:25])=[C:11]([I:26])[C:10]1=2)([C:4]([CH3:7])([CH3:6])[CH3:5])([CH3:3])[CH3:2].Br[C:28]1[CH:29]=[CH:30][C:31]([C:34]([F:37])([F:36])[F:35])=[N:32][CH:33]=1>>[Si:1]([O:8][C@H:9]1[CH2:18][C:17]([CH3:19])([CH3:20])[CH2:16][C:15]2[N:14]=[C:13]([CH:21]([CH3:22])[CH3:23])[C:12]([C@H:24]([C:28]3[CH:33]=[N:32][C:31]([C:34]([F:37])([F:36])[F:35])=[CH:30][CH:29]=3)[OH:25])=[C:11]([I:26])[C:10]1=2)([C:4]([CH3:5])([CH3:6])[CH3:7])([CH3:3])[CH3:2]. Procedure: Obtained by starting from (S)-5-(tert-butyldimethylsilyloxy)-4-iodo-2-isopropyl-7,7-dimethyl-5,6,7,8-tetrahydroquinoline-3-carbaldehyde and 5-bromo-2-(trifluoromethyl)pyridine. Reactants: NC1=C(C=CC(=C1)S(=O)(=O)CC)NCC1CC1 (2-Amino-1-(N-cyclopropylmethylamino)-4-(ethylsulfonyl)benzene), Cl (hydrogen chloride), C1(CC1)CN1C(=NC2=C1C=CC(=C2)S(=O)(=O)CC)CC(C)(C)C (1-(cyclopropylmethyl)-2-(2,2-dimethylpropyl)-5-(ethylsulfonyl)-1H-benzimidazole). Solvent: C(C)(=O)OCC (ethyl acetate), C(C)(=O)OCC (ethyl acetate). Product: Cl.C1(CC1)CN1C(=NC2=C1C=CC(=C2)S(=O)(=O)CC)CC(C)(C)C (1-(Cyclopropylmethyl)-2-(2,2-dimethylpropyl)-5-(ethylsulfonyl)-1H-benzimidazole hydrochloride). As a reaction SMILES: NC1C=C(S(CC)(=O)=O)C=CC=1NCC1CC1.[CH:18]1([CH2:21][N:22]2[C:26]3[CH:27]=[CH:28][C:29]([S:31]([CH2:34][CH3:35])(=[O:33])=[O:32])=[CH:30][C:25]=3[N:24]=[C:23]2[CH2:36][C:37]([CH3:40])([CH3:39])[CH3:38])[CH2:20][CH2:19]1.[ClH:41]>C(OCC)(=O)C>[ClH:41].[CH:18]1([CH2:21][N:22]2[C:26]3[CH:27]=[CH:28][C:29]([S:31]([CH2:34][CH3:35])(=[O:32])=[O:33])=[CH:30][C:25]=3[N:24]=[C:23]2[CH2:36][C:37]([CH3:38])([CH3:40])[CH3:39])[CH2:19][CH2:20]1 |f:4.5|. Reported procedure: The title compound was prepared according to the procedure described in Step F of Example 1 using 2-amino-1-(N-cyclopropylmethylamino)-4-(ethylsulfonyl)benzene (Step E) instead of 2-amino-1-(N-cyclopropylmethylamino)-4-(isopropylsulfonyl)benzene. Obtained 1-(cyclopropylmethyl)-2-(2,2-dimethylpropyl)-5-(ethylsulfonyl)-1H-benzimidazole was dissolved in ethyl acetate and to the solution was added 4 N hydrogen chloride in ethyl acetate. The precipitate was collected by filtration to afford the title... Starting materials: C(C)(=O)O (acetic acid), O (H2O), FC(C=1C=C(CN2C=NC(=C2C=2C=NC=CC2)C(=O)C=2C(=NOC2C2=C(C=CC=C2)Cl)COC2OCCCC2)C=C(C1)C(F)(F)F)(F)F ([1-(3,5-Bis-trifluoromethyl-benzyl)-5-pyridin-3-yl-1H-imidazol-4-yl]-[5-(2-chloro-phenyl)-3-(tetrahydro-pyran-2-yloxymethyl)-isoxazol-4-yl]-methanone). Run in C1CCOC1 (THF). Run at temperature 60 celsius, time 20 hour. Yields the product FC(C=1C=C(CN2C=NC(=C2C=2C=NC=CC2)C(=O)C=2C(=NOC2C2=C(C=CC=C2)Cl)CO)C=C(C1)C(F)(F)F)(F)F ([1-(3,5-Bis-trifluoromethyl-benzyl)-5-pyridin-3-yl-1H-imidazol-4-yl]-[5-(2-chloro-phenyl)-3-hydroxymethyl-isoxazol-4-yl]-methanone). RXN SMILES: [F:1][C:2]([F:48])([F:47])[C:3]1[CH:4]=[C:5]([CH:40]=[C:41]([C:43]([F:46])([F:45])[F:44])[CH:42]=1)[CH2:6][N:7]1[C:11]([C:12]2[CH:13]=[N:14][CH:15]=[CH:16][CH:17]=2)=[C:10]([C:18]([C:20]2[C:21]([CH2:32][O:33]C3CCCCO3)=[N:22][O:23][C:24]=2[C:25]2[CH:30]=[CH:29][CH:28]=[CH:27][C:26]=2[Cl:31])=[O:19])[N:9]=[CH:8]1.C(O)(=O)C.O>C1COCC1>[F:47][C:2]([F:1])([F:48])[C:3]1[CH:4]=[C:5]([CH:40]=[C:41]([C:43]([F:44])([F:45])[F:46])[CH:42]=1)[CH2:6][N:7]1[C:11]([C:12]2[CH:13]=[N:14][CH:15]=[CH:16][CH:17]=2)=[C:10]([C:18]([C:20]2[C:21]([CH2:32][OH:33])=[N:22][O:23][C:24]=2[C:25]2[CH:30]=[CH:29][CH:28]=[CH:27][C:26]=2[Cl:31])=[O:19])[N:9]=[CH:8]1. Reported procedure: Dissolve [1-(3,5-Bis-trifluoromethyl-benzyl)-5-pyridin-3-yl-1H-imidazol-4-yl]-[5-(2-chloro-phenyl)-3-(tetrahydro-pyran-2-yloxymethyl)-isoxazol-4-yl]-methanone (0.136 g, 0.20 mmol) in THF (1.5 mL), add acetic acid (1.5 mL) and H2O (0.5 mL). Attach a reflux condenser and stir 20 hours in a 60° C. oil bath. Concentrate under vacuum, neutralize with saturated aqueous NaHCO3, and extract with EtOAc. Dry over MgSO4, filter through paper, and concentrate under vacuum. Recrystallize in ether/hexane (1:1... Reactants: [Li]CCCC (n-BuLi), C1(=CC=CC=C1)C1CC(C1)=O (3-phenyl-cyclobutanone). The reagents and catalysts are [Br-].C[P+](C1=CC=CC=C1)(C1=CC=CC=C1)C1=CC=CC=C1 (methyltriphenylphosphonium bromide). Run in C1CCOC1 (THF), C1CCOC1 (THF), CCCCCC (hexane). Reaction conditions: temperature 0 celsius, time 1 hour. Yields the product C=C1CC(C1)C1=CC=CC=C1 ((3-methylene-cyclobutyl)-benzene). Yield: 39.5%. RXN SMILES: [Li][CH2:2]CCC.[C:6]1([CH:12]2[CH2:15][C:14](=O)[CH2:13]2)[CH:11]=[CH:10][CH:9]=[CH:8][CH:7]=1>[Br-].C[P+](C1C=CC=CC=1)(C1C=CC=CC=1)C1C=CC=CC=1.C1COCC1.CCCCCC>[CH2:2]=[C:14]1[CH2:15][CH:12]([C:6]2[CH:11]=[CH:10][CH:9]=[CH:8][CH:7]=2)[CH2:13]1 |f:2.3|. Procedure: To a 2-3° C. suspension of methyltriphenylphosphonium bromide (0.36 g, 1 mmol) in THF (2.5 ml) was added dropwise n-BuLi (0.69 ml, 1.1 mmol, 1.6 M in hexan). After 1 hour stirring at 0° C., a solution of 3-phenyl-cyclobutanone (0.146 g, 1 mmol) in THF (1.5 ml) was added dropwise. The reaction mixture was stirred 24 hours at room temperature and then diluted with hexane. The so obtained precipitate was filtered and the filtrate was concentrated. The residue was chromatographed over silica gel (he...